From a dataset of the Open Reaction Database (ORD), a public repository of structured organic reaction records. describe an organic reaction: reactants, conditions, products, and yield RXN SMILES: [CH2:44]1[O:45][CH2:46][CH2:47][CH2:48]1.[CH3:15][CH:16]([N-:17][CH:18]([CH3:19])[CH3:20])[CH3:21].[Cl:22][c:23]1[cH:24][c:25]([O:36][S:37](=[O:38])(=[O:39])[C:40]([F:41])([F:42])[F:43])[cH:26][c:27]([Cl:35])[c:28]1[CH2:29][O:30][S:31]([CH3:32])(=[O:33])=[O:34].[F:1][CH:2]1[CH2:3][CH2:4][CH:5]([N:8]2[C:9](=[O:13])[CH2:10][CH2:11][CH2:12]2)[CH2:6][CH2:7]1.[Li+:14]>>[F:1][CH:2]1[CH2:3][CH2:4][CH:5]([N:8]2[C:9](=[O:13])[CH:10]([CH2:29][c:28]3[c:23]([Cl:22])[cH:24][c:25]([O:36][S:37](=[O:38])(=[O:39])[C:40]([F:41])([F:42])[F:43])[cH:26][c:27]3[Cl:35])[CH2:11][CH2:12]2)[CH2:6][CH2:7]1. Yields the product O=C1C(Cc2c(Cl)cc(OS(=O)(=O)C(F)(F)F)cc2Cl)CCN1C1CCC(F)CC1. Starting materials: C1CCOC1, CC(C)[N-]C(C)C, CS(=O)(=O)OCc1c(Cl)cc(OS(=O)(=O)C(F)(F)F)cc1Cl, O=C1CCCN1C1CCC(F)CC1, [Li+]. Starting materials: ClC1=C(C(=O)OC(C)C)C=C(C(=C1)F)N1C(=NC(=CC1=O)C(F)(F)F)Cl (isopropyl 2-chloro-5-[2-chloro-6-oxo-4-trifluoromethyl-1(6H)-pyrimidinyl]-4-fluorobenzoate), C(C)(=O)O (acetic acid), solution, C[O-].[Na+] (sodium methylate). The solvent is CO (methanol), CO (methanol). The product is ClC1=C(C(=O)OC(C)C)C=C(C(=C1)F)N1C(=NC(=CC1=O)C(F)(F)F)OC (isopropyl 2-chloro-4-fluoro-5-[2-methoxy-6-oxo-4-trifluoromethyl-1(6H)-pyrimidinyl]-benzoate). RXN SMILES: C[O-].[Na+].[Cl:4][C:5]1[CH:16]=[C:15]([F:17])[C:14]([N:18]2[C:23](=[O:24])[CH:22]=[C:21]([C:25]([F:28])([F:27])[F:26])[N:20]=[C:19]2Cl)=[CH:13][C:6]=1[C:7]([O:9][CH:10]([CH3:12])[CH3:11])=[O:8].[C:30](O)(=[O:32])C>CO>[Cl:4][C:5]1[CH:16]=[C:15]([F:17])[C:14]([N:18]2[C:23](=[O:24])[CH:22]=[C:21]([C:25]([F:28])([F:27])[F:26])[N:20]=[C:19]2[O:32][CH3:30])=[CH:13][C:6]=1[C:7]([O:9][CH:10]([CH3:12])[CH3:11])=[O:8] |f:0.1|. Reported procedure: 51.3 ml of a 2N solution of sodium methylate in methanol are added dropwise while stirring and cooling at 0° C. during 5 minutes to a solution of 42.4 g of isopropyl 2-chloro-5-[2-chloro-6-oxo-4-trifluoromethyl-1(6H)-pyrimidinyl]-4-fluorobenzoate in 100 ml of absolute methanol. The reaction mixture is stirred at 0° C. for 10 minutes and adjusted to about pH 4 with concentrated acetic acid. Subsequently, the reaction mixture is evaporated to dryness under reduced pressure. The residue is dissolve...